Dataset: the Open Reaction Database (ORD), a public repository of structured organic reaction records. Task: describe an organic reaction: reactants, conditions, products, and yield Reactants: FC=1C=C(C=CC1OC(F)(F)F)O (3-fluoro-4-trifluoromethoxyphenol), N1=CC=CC=C1 (pyridine), C1(=CC=CC=C1)C (toluene), C1(=CC=CC=C1)C (toluene), C(CC)[C@@H]1CC[C@H](CC1)C1=CC=C(C(=O)Cl)C=C1 (4-(trans-4-propylcyclohexyl)benzoyl chloride). Solvent: O (water). Product: C(CC)[C@@H]1CC[C@H](CC1)C1=CC=C(C(=O)OC2=CC(=C(C=C2)OC(F)(F)F)F)C=C1 (3-fluoro-4-trifluoromethoxyphenyl 4-(trans-4-propyl-cyclohexyl)benzoate). Yield: 94.2%. RXN SMILES: [F:1][C:2]1[CH:3]=[C:4]([OH:13])[CH:5]=[CH:6][C:7]=1[O:8][C:9]([F:12])([F:11])[F:10].N1C=CC=CC=1.C1(C)C=CC=CC=1.[CH2:27]([C@H:30]1[CH2:35][CH2:34][C@H:33]([C:36]2[CH:44]=[CH:43][C:39]([C:40](Cl)=[O:41])=[CH:38][CH:37]=2)[CH2:32][CH2:31]1)[CH2:28][CH3:29]>O>[CH2:27]([C@H:30]1[CH2:31][CH2:32][C@H:33]([C:36]2[CH:44]=[CH:43][C:39]([C:40]([O:13][C:4]3[CH:5]=[CH:6][C:7]([O:8][C:9]([F:11])([F:12])[F:10])=[C:2]([F:1])[CH:3]=3)=[O:41])=[CH:38][CH:37]=2)[CH2:34][CH2:35]1)[CH2:28][CH3:29]. Procedure: Then, 1.3 g (6.5 mmol) of 3-fluoro-4-trifluoromethoxyphenol, 0.8 ml of pyridine, and 3 ml of toluene were mixed. To this mixture was added dropwise 3 ml of toluene solution containing 6.5 mmol of 4-(trans-4-propylcyclohexyl)benzoyl chloride at room temperature in 5 minutes. After the dropping was finished, they were reacted at 50° C. for 3 hours. After finishing of the reaction, 15 ml of water was added to the reaction product, and then extracted with 40 ml of toluene. The organic layer thus obt... Reactants: C(=O)NCC1(CCCCC1)N1CCN(CC1)C (1-(1-Formylaminomethylcyclohexyl)-4-methylpiperazine), [H-].[Al+3].[Li+].[H-].[H-].[H-] (lithium aluminium hydride), O (water), [OH-].[Na+] (sodium hydroxide), O (water), [H-].[Al+3].[Li+].[H-].[H-].[H-] (lithium aluminum hydride). Solvent: C1=CC=CC=C1 (benzene), CCOCC (ether). As a reaction SMILES: [CH:1]([NH:3][CH2:4][C:5]1([N:11]2[CH2:16][CH2:15][N:14]([CH3:17])[CH2:13][CH2:12]2)[CH2:10][CH2:9][CH2:8][CH2:7][CH2:6]1)=O.[H-].[Al+3].[Li+].[H-].[H-].[H-].O.[OH-].[Na+]>C1C=CC=CC=1.CCOCC>[CH3:1][NH:3][CH2:4][C:5]1([N:11]2[CH2:12][CH2:13][N:14]([CH3:17])[CH2:15][CH2:16]2)[CH2:6][CH2:7][CH2:8][CH2:9][CH2:10]1 |f:1.2.3.4.5.6,8.9|. The product is CNCC1(CCCCC1)N1CCN(CC1)C (1-(1-methylaminomethylcyclohexyl)-4-methylpiperazine). Procedure: 1-(1-Formylaminomethylcyclohexyl)-4-methylpiperazine (5.97 g, 0.025 mole) was dissolved in dry benzene (100 ml) and added dropwise to a stirred suspension of lithium aluminum hydride (3.8 g; 0.1 mole) in dry ether (200 ml). The suspension was refluxed for four days and excess lithium aluminium hydride decomposed by the dropwise addition of water (8 ml), 30% sodium hydroxide solution (6 ml) and water (28 ml). The ether/benzene layer was separated, dried (Na2SO4) and evaporated to yield an amber, ... Starting materials: NCCNCCNCCNCCN (tetraethylene pentaamine), [OH-].[K+] (KOH), C1(OCCO1)=O (ethylene carbonate). Reaction conditions: temperature 160 celsius. Yields the product C1(OCCO1)=O.NCCNCCNCCN (ethylene carbonate triethylene tetraamine). Reaction SMILES: [NH2:1][CH2:2][CH2:3][NH:4][CH2:5][CH2:6][NH:7][CH2:8][CH2:9][NH:10]CCN.[OH-].[K+].[C:16]1(=[O:21])[O:20][CH2:19][CH2:18][O:17]1>>[C:16]1(=[O:21])[O:20][CH2:19][CH2:18][O:17]1.[NH2:1][CH2:2][CH2:3][NH:4][CH2:5][CH2:6][NH:7][CH2:8][CH2:9][NH2:10] |f:1.2,4.5|. Reported procedure: Add 56.7 g of tetraethylene pentaamine (with an AV of approximately 1050 mg KOH/g) to a 250 ml flask fitted with a stirrer, condensor and nitrogen inlet. Add 26.4 g ethylene carbonate to the system. Heat the system at 160° C. for 3 hours under N2. Strip the system to yield an ethylene carbonate-triethylene tetraamine adduct having an AV of approximately 540 mg KOH/g. Yields the product NC=1C=NC2=C(CCN(CC2)C(C)=O)N1 (2-Amino-7-acetyl-6,7,8,9-tetrahydro-5H-pyrazino[2,3-d]azepine). Procedure: This compound was prepared analogous to Example 13 by reacting a mixture of 1-acetyl-hexahydroazepine-4,5-dione and 1-acetyl-hexahydroazepine-3,4-dione (prepared from 1-acetylhexhydroazepine-4-ones by selenium dioxide oxidation in dioxane/water) with 2-amino-acetamidine dihydrobromide. Reactants: C(C)(=O)N1CCC(C(CC1)=O)=O (1-acetyl-hexahydroazepine-4,5-dione), C(C)(=O)N1CC(C(CCC1)=O)=O (1-acetyl-hexahydroazepine-3,4-dione), Br.Br.NCC(=N)N (2-amino-acetamidine dihydrobromide). Reaction SMILES: [C:1]([N:4]1[CH2:10][CH2:9][C:8](=O)[C:7](=O)[CH2:6][CH2:5]1)(=[O:3])[CH3:2].C(N1CCCC(=O)C(=O)C1)(=O)C.Br.Br.[NH2:27][CH2:28][C:29]([NH2:31])=[NH:30]>>[NH2:31][C:29]1[CH:28]=[N:27][C:8]2[CH2:9][CH2:10][N:4]([C:1](=[O:3])[CH3:2])[CH2:5][CH2:6][C:7]=2[N:30]=1 |f:2.3.4|. Starting materials: FC(OC1=CC=C(C=C1)C(CO)(C)C)(F)F (2-(4-trifluoromethoxyphenyl)-2-methylpropyl alcohol), O(C1=CC=CC=C1)C=1C=C(CBr)C=CC1F (3-phenoxy-4-fluorobenzyl bromide), [OH-].[Na+] (NaOH). The reagents and catalysts are [Br-].C(C)[N+](CC1=CC=CC=C1)(CC)CC (triethylbenzylammonium bromide). Solvent: O (Water). Conditions: time 3 hour. Product: FC(OC1=CC=C(C=C1)C(COCC1=CC(=C(C=C1)F)OC1=CC=CC=C1)(C)C)(F)F (3-phenoxy-4-fluorobenzyl 2-(4-trifluoromethoxyphenyl)-2-methylpropyl ether). Yield: 77.0%. RXN SMILES: [F:1][C:2]([F:16])([F:15])[O:3][C:4]1[CH:9]=[CH:8][C:7]([C:10]([CH3:14])([CH3:13])[CH2:11][OH:12])=[CH:6][CH:5]=1.[O:17]([C:24]1[CH:25]=[C:26]([CH:29]=[CH:30][C:31]=1[F:32])[CH2:27]Br)[C:18]1[CH:23]=[CH:22][CH:21]=[CH:20][CH:19]=1.[OH-].[Na+]>[Br-].C([N+](CC)(CC)CC1C=CC=CC=1)C.O>[F:1][C:2]([F:15])([F:16])[O:3][C:4]1[CH:5]=[CH:6][C:7]([C:10]([CH3:13])([CH3:14])[CH2:11][O:12][CH2:27][C:26]2[CH:29]=[CH:30][C:31]([F:32])=[C:24]([O:17][C:18]3[CH:19]=[CH:20][CH:21]=[CH:22][CH:23]=3)[CH:25]=2)=[CH:8][CH:9]=1 |f:2.3,4.5|. Procedure: 1.4 g of 2-(4-trifluoromethoxyphenyl)-2-methylpropyl alcohol prepared in the above step (1), 2.6 g of 3-phenoxy-4-fluorobenzyl bromide and 0.6 g of triethylbenzylammonium bromide were added to 20 ml of a 50% aqueous NaOH solution and the mixture was stirred at room temperature for 3 h. Water was added thereto. After extracting with benzene, the benzene solution was washed with a dilute hydrochloric acid solution and then water and dried. Benzene was distilled off under reduced pressure and 3.6 g... The reactants are ClC(Cl)Cl, CCCCCC(=O)CCl, c1ccc(P(c2ccccc2)c2ccccc2)cc1. Yields the product CCCCCC(=O)C=P(c1ccccc1)(c1ccccc1)c1ccccc1. RXN SMILES: [CH:29]([Cl:30])([Cl:31])[Cl:32].[Cl:1][CH2:2][C:3]([CH2:4][CH2:5][CH2:6][CH2:7][CH3:8])=[O:9].[c:10]1([P:16]([c:17]2[cH:18][cH:19][cH:20][cH:21][cH:22]2)[c:23]2[cH:24][cH:25][cH:26][cH:27][cH:28]2)[cH:11][cH:12][cH:13][cH:14][cH:15]1>>[CH:2]([C:3]([CH2:4][CH2:5][CH2:6][CH2:7][CH3:8])=[O:9])=[P:16]([c:10]1[cH:11][cH:12][cH:13][cH:14][cH:15]1)([c:17]1[cH:18][cH:19][cH:20][cH:21][cH:22]1)[c:23]1[cH:24][cH:25][cH:26][cH:27][cH:28]1. Starting materials: COC=1C=CC=C2CC[C@H](CC12)N(CCC=1SC=CC1)CCC ((R)—N-(8-methoxytetralin-2-yl)-N-propyl-N-[2-(2-thienyl)ethyl]amine), CN(CC)C (dimethylethylamine), compound 1a. Solvent: CCCCCC.C(C)(=O)OCC (hexane ethyl acetate). The product is OC=1C=CC=C2CC[C@H](CC12)N(CCC=1SC=CC1)CCC ((R)—N-(8-Hydroxytetralin-2-yl)-N-propyl-N-[2-(2-thienyl)ethyl]amine). Reaction SMILES: C[O:2][C:3]1[CH:4]=[CH:5][CH:6]=[C:7]2[C:12]=1[CH2:11][C@H:10]([N:13]([CH2:21][CH2:22][CH3:23])[CH2:14][CH2:15][C:16]1[S:17][CH:18]=[CH:19][CH:20]=1)[CH2:9][CH2:8]2.CN(C)CC>CCCCCC.C(OCC)(=O)C>[OH:2][C:3]1[CH:4]=[CH:5][CH:6]=[C:7]2[C:12]=1[CH2:11][C@H:10]([N:13]([CH2:21][CH2:22][CH3:23])[CH2:14][CH2:15][C:16]1[S:17][CH:18]=[CH:19][CH:20]=1)[CH2:9][CH2:8]2 |f:2.3|. Procedure: Synthesis worked according to the preparation of A7-1 when using 21 mg (0.06 mmol) (R)—N-(8-methoxytetralin-2-yl)-N-propyl-N-[2-(2-thienyl)ethyl]amine ((R)-A5-1: R═OMe, Cy=2-thienyl). Flash chromatography was done using hexane/ethyl acetate 40/10 in the presence of 0.5% (v/v) dimethylethylamine to achieve compound 1a.